Dataset: the Open Reaction Database (ORD), a public repository of structured organic reaction records. Task: describe an organic reaction: reactants, conditions, products, and yield Reactants: C1(=CC=CC=C1)C (toluene), FC1=C(C(=O)O)C=C(C(=C1)OCC#C)F (2,5-difluoro-4-(2-propynyloxy)benzoic acid), S(=O)(Cl)Cl (thionyl chloride). Run in CN(C)C=O (DMF). Product: FC1=C(C(=O)Cl)C=C(C(=C1)OCC#C)F (2,5-difluoro-4-(2-propynyloxy)benzoyl chloride). Reaction SMILES: C1(C)C=CC=CC=1.[F:8][C:9]1[CH:17]=[C:16]([O:18][CH2:19][C:20]#[CH:21])[C:15]([F:22])=[CH:14][C:10]=1[C:11](O)=[O:12].S(Cl)([Cl:25])=O>CN(C=O)C>[F:8][C:9]1[CH:17]=[C:16]([O:18][CH2:19][C:20]#[CH:21])[C:15]([F:22])=[CH:14][C:10]=1[C:11]([Cl:25])=[O:12]. Reported procedure: To 20 ml of toluene, 1.4 g of 2,5-difluoro-4-(2-propynyloxy)benzoic acid, 0.8 ml of thionyl chloride and 10 mg of DMF were added, and the mixture was heated at reflux for 2 hours. Then, the reaction mixture was concentrated under reduced pressure, and 1.5 g of 2,5-difluoro-4-(2-propynyloxy)benzoyl chloride was obtained. Reactants: CN(C)C=O, COC(=O)C(Cc1cccc(Cl)c1)C(=O)O, ClCCCl, O=S(Cl)Cl. The product is COC(=O)C(Cc1cccc(Cl)c1)C(=O)Cl. Reaction SMILES: [CH3:21][N:22]([CH3:23])[CH:24]=[O:25].[Cl:1][c:2]1[cH:3][c:4]([CH2:8][CH:9]([C:10](=[O:11])[OH:12])[C:13](=[O:14])[O:15][CH3:16])[cH:5][cH:6][cH:7]1.[Cl:26][CH2:27][CH2:28][Cl:29].[S:17]([Cl:18])([Cl:19])=[O:20]>>[Cl:1][c:2]1[cH:3][c:4]([CH2:8][CH:9]([C:10](=[O:11])[Cl:19])[C:13](=[O:14])[O:15][CH3:16])[cH:5][cH:6][cH:7]1. Reactants: C(CC(=O)OC)(=O)OC (dimethyl malonate), C[O-].[Na+] (sodium methylate), C1(=CC=CC=C1)C (toluene). Product: CC1=CC=C(C=CC(C)=O)C=C1 (p-methylbenzalacetone). As a reaction SMILES: [C:1](OC)(=O)[CH2:2][C:3]([O:5]C)=O.[CH3:10][O-].[Na+].[C:13]1([CH3:19])[CH:18]=[CH:17][CH:16]=[CH:15][CH:14]=1>>[CH3:19][C:13]1[CH:18]=[CH:17][C:16]([CH:1]=[CH:2][C:3](=[O:5])[CH3:10])=[CH:15][CH:14]=1 |f:1.2|. Procedure details: 132 g of dimethyl malonate are introduced into 1 liter of toluene and 180 g of 30% strength sodium methylate solution are added at room temperature. A crystal slurry results, to which 160 g of p-methylbenzalacetone are added dropwise, with vigorous stirring. In the course of 3 hours, the reaction mixture is heated, with methanol distilling off azeotropically, until the temperature at which the vapors pass over has reached 110° C. 106 g of butyryl chloride are then added at 80°-90° C. and stirrin... The reactants are COc1ccc(COC(=O)C2=C(CCl)CSC3C(NC(=O)C(=NOC(C(=O)OC(c4ccccc4)c4ccccc4)c4ccc(OC(C)=O)c(OC(C)=O)c4)c4csc(N)n4)C(=O)N23)cc1, CC(C)=O, [I-], [Na+], O. Product: COc1ccc(COC(=O)C2=C(CI)CSC3C(NC(=O)C(=NOC(C(=O)OC(c4ccccc4)c4ccccc4)c4ccc(OC(C)=O)c(OC(C)=O)c4)c4csc(N)n4)C(=O)N23)cc1. RXN SMILES: [CH3:1][O:2][c:3]1[cH:4][cH:5][c:6]([CH2:7][O:8][C:9](=[O:10])[C:11]2=[C:18]([CH2:19][Cl:20])[CH2:17][S:16][CH:15]3[N:12]2[C:13](=[O:64])[CH:14]3[NH:21][C:22]([C:23](=[N:24][O:25][CH:26]([c:27]2[cH:28][c:29]([O:37][C:38]([CH3:39])=[O:40])[c:30]([O:33][C:34]([CH3:35])=[O:36])[cH:31][cH:32]2)[C:41](=[O:42])[O:43][CH:44]([c:45]2[cH:46][cH:47][cH:48][cH:49][cH:50]2)[c:51]2[cH:52][cH:53][cH:54][cH:55][cH:56]2)[c:57]2[n:58][c:59]([NH2:62])[s:60][cH:61]2)=[O:63])[cH:65][cH:66]1.[CH3:70][C:71](=[O:72])[CH3:73].[I-:68].[Na+:67].[OH2:69]>>[CH3:1][O:2][c:3]1[cH:4][cH:5][c:6]([CH2:7][O:8][C:9](=[O:10])[C:11]2=[C:18]([CH2:19][I:68])[CH2:17][S:16][CH:15]3[N:12]2[C:13](=[O:64])[CH:14]3[NH:21][C:22]([C:23](=[N:24][O:25][CH:26]([c:27]2[cH:28][c:29]([O:37][C:38]([CH3:39])=[O:40])[c:30]([O:33][C:34]([CH3:35])=[O:36])[cH:31][cH:32]2)[C:41](=[O:42])[O:43][CH:44]([c:45]2[cH:46][cH:47][cH:48][cH:49][cH:50]2)[c:51]2[cH:52][cH:53][cH:54][cH:55][cH:56]2)[c:57]2[n:58][c:59]([NH2:62])[s:60][cH:61]2)=[O:63])[cH:65][cH:66]1. Starting materials: CC(C)NNC(=O)c1ccccc1, O=C(O)CCc1cc(F)ccc1OCC1CCC1, CCN(C(C)C)C(C)C, CN(C)C=O. Product: CC(C)N(NC(=O)c1ccccc1)C(=O)CCc1cc(F)ccc1OCC1CCC1. As a reaction SMILES: [CH:19]([CH3:20])([CH3:21])[NH:22][NH:23][C:24]([c:25]1[cH:26][cH:27][cH:28][cH:29][cH:30]1)=[O:31].[CH:1]1([CH2:5][O:6][c:7]2[c:8]([CH2:14][CH2:15][C:16](=[O:17])[OH:18])[cH:9][c:10]([F:13])[cH:11][cH:12]2)[CH2:2][CH2:3][CH2:4]1.[CH:32]([N:33]([CH:34]([CH3:35])[CH3:36])[CH2:37][CH3:38])([CH3:39])[CH3:40].[O:41]=[CH:42][N:43]([CH3:44])[CH3:45]>>[CH:1]1([CH2:5][O:6][c:7]2[c:8]([CH2:14][CH2:15][C:16](=[O:18])[N:22]([CH:19]([CH3:20])[CH3:21])[NH:23][C:24]([c:25]3[cH:26][cH:27][cH:28][cH:29][cH:30]3)=[O:31])[cH:9][c:10]([F:13])[cH:11][cH:12]2)[CH2:2][CH2:3][CH2:4]1. The reactants are IC1=CN(C=2N=CN=C(C21)C)[C@@H]2C[C@@H]1[C@@H](OC(OC1)C1=CC=C(C=C1)OC)C2 (5-iodo-7-[(4aS,6R,7aS)-2-(4-methoxyphenyl)-hexahydrocyclopenta[d][1,3]dioxin-6-yl]-4-methyl-7H-pyrrolo[2,3-d]pyrimidine), CCN(C(C)C)C(C)C (DIPEA), C(#C)[Si](C)(C)C (ethynyltrimethylsilane). The reagents and catalysts are [Cu]I (copper(I) iodide), Cl[Pd]([P](C1=CC=CC=C1)(C2=CC=CC=C2)C3=CC=CC=C3)([P](C4=CC=CC=C4)(C5=CC=CC=C5)C6=CC=CC=C6)Cl (dichlorobis(triphenylphosphine)-palladium(II)). Solvent: CN(C)C=O (DMF). Reaction conditions: time 8 hour. The product is COC1=CC=C(C=C1)C1OC[C@H]2[C@@H](O1)C[C@@H](C2)N2C=C(C1=C2N=CN=C1C)C#C[Si](C)(C)C (7-[(4aS,6R,7aS)-2-(4-methoxyphenyl)hexahydrocyclopenta[d][1,3]dioxin-6-yl]-4-methyl-5-[(trimethylsilyl)ethynyl]-7H-pyrrolo[2,3-d]pyrimidine). Isolated yield 99.3%. RXN SMILES: I[C:2]1[C:10]2[C:9]([CH3:11])=[N:8][CH:7]=[N:6][C:5]=2[N:4]([C@H:12]2[CH2:28][C@@H:15]3[O:16][CH:17]([C:20]4[CH:25]=[CH:24][C:23]([O:26][CH3:27])=[CH:22][CH:21]=4)[O:18][CH2:19][C@@H:14]3[CH2:13]2)[CH:3]=1.CCN(C(C)C)C(C)C.[C:38]([Si:40]([CH3:43])([CH3:42])[CH3:41])#[CH:39]>CN(C=O)C.[Cu]I.Cl[Pd](Cl)([P](C1C=CC=CC=1)(C1C=CC=CC=1)C1C=CC=CC=1)[P](C1C=CC=CC=1)(C1C=CC=CC=1)C1C=CC=CC=1>[CH3:27][O:26][C:23]1[CH:24]=[CH:25][C:20]([CH:17]2[O:16][C@H:15]3[CH2:28][C@H:12]([N:4]4[C:5]5[N:6]=[CH:7][N:8]=[C:9]([CH3:11])[C:10]=5[C:2]([C:39]#[C:38][Si:40]([CH3:43])([CH3:42])[CH3:41])=[CH:3]4)[CH2:13][C@H:14]3[CH2:19][O:18]2)=[CH:21][CH:22]=1 |^1:53,72|. Procedure details: To a suspension of 5-iodo-7-[(4aS,6R,7aS)-2-(4-methoxyphenyl)-hexahydrocyclopenta[d][1,3]dioxin-6-yl]-4-methyl-7H-pyrrolo[2,3-d]pyrimidine (337 mg, 0.685 mmol), copper(I) iodide (26.0 mg, 0.137 mmol), dichlorobis(triphenylphosphine)-palladium(II) (48.0 mg, 0.0684 mmol) and DIPEA (0.240 mL, 1.38 mmol) in DMF (20.0 mL) was added ethynyltrimethylsilane (188 mg, 1.91 mmol) and the mixture was stirred at rt overnight. The reaction mixture was quenched via addition of saturated aqueous sodium bicarbon...